From a dataset of the Open Reaction Database (ORD), a public repository of structured organic reaction records. describe an organic reaction: reactants, conditions, products, and yield The reactants are N (ammonia), Br.ClC1=NC=2C=CC=CC2C2=C1N=C(N2CC(C)(C)F)N (4-chloro-1-(2-fluoro-2-methylpropyl)-1H-imidazo[4,5-c]quinolin-2-amine hydrobromide), N (ammonia), solution. Run in CO (methanol), CO (methanol). Run at temperature 150 celsius. The product is FC(CN1C(=NC=2C(=NC=3C=CC=CC3C21)N)N)(C)C (1-(2-fluoro-2-methylpropyl)-1H-imidazo[4,5-c]quinoline-2,4-diamine). As a reaction SMILES: Br.Cl[C:3]1[C:12]2[N:13]=[C:14]([NH2:21])[N:15]([CH2:16][C:17]([F:20])([CH3:19])[CH3:18])[C:11]=2[C:10]2[CH:9]=[CH:8][CH:7]=[CH:6][C:5]=2[N:4]=1.[NH3:22]>CO>[F:20][C:17]([CH3:19])([CH3:18])[CH2:16][N:15]1[C:11]2[C:10]3[CH:9]=[CH:8][CH:7]=[CH:6][C:5]=3[N:4]=[C:3]([NH2:22])[C:12]=2[N:13]=[C:14]1[NH2:21] |f:0.1|. Reported procedure: Crude 4-chloro-1-(2-fluoro-2-methylpropyl)-1H-imidazo[4,5-c]quinolin-2-amine hydrobromide (1.14 g) and ammonia (approximately 100 mL of a 7 N solution in methanol) were added to a pressure vessel, which was sealed and heated at 150° C. for five days. Additional ammonia in methanol was added after three days and again after four days. When the reaction was complete, the volatiles were removed under reduced pressure, and the residue was combined with material from another run. The crude product wa... The reactants are C1(CCCCC1)C1=NN=C(S1)N=C=O (5-cyclohexyl-1,3,4-thiadiazol-2-yl isocyanate), dimethyl acetal, C(C=C)NCCC=O (3-allylaminopropionaldehyde). Solvent: C1=CC=CC=C1 (benzene), C1=CC=CC=C1 (benzene). The product is dimethyl acetal, C(C=C)N(C(=O)NC=1SC(=NN1)C1CCCCC1)CCC=O (3-[1-allyl-3-(5-cyclohexyl-1,3,4-thiadiazol-2-yl)ureido]propionaldehyde). Reaction SMILES: [CH:1]1([C:7]2[S:11][C:10]([N:12]=[C:13]=[O:14])=[N:9][N:8]=2)[CH2:6][CH2:5][CH2:4][CH2:3][CH2:2]1.[CH2:15]([NH:18][CH2:19][CH2:20][CH:21]=[O:22])[CH:16]=[CH2:17]>C1C=CC=CC=1>[CH2:15]([N:18]([CH2:19][CH2:20][CH:21]=[O:22])[C:13]([NH:12][C:10]1[S:11][C:7]([CH:1]2[CH2:2][CH2:3][CH2:4][CH2:5][CH2:6]2)=[N:8][N:9]=1)=[O:14])[CH:16]=[CH2:17]. Procedure: A mixture of 5-cyclohexyl-1,3,4-thiadiazol-2-yl isocyanate dimer (0.05 mole), the dimethyl acetal of 3-allylaminopropionaldehyde (0.1 mole) and benzene (60 ml) are charged into a glass reaction vessel equipped with a mechanical stirrer and reflux condenser. The reaction mixture is heated at reflux for a period of about 15 minutes. After this time the mixture is stripped of benzene under reduced pressure to yield a solid product as the residue. The residue is then recrystallized to yield the desi... The reactants are BrBr, CC(=O)O, COc1cccc(Cn2cnc3cc(N)ccc32)c1. The product is COc1cccc(Cn2cnc3c(Br)c(N)ccc32)c1. Reaction SMILES: [Br:20][Br:21].[C:22]([OH:23])(=[O:24])[CH3:25].[CH3:1][O:2][c:3]1[cH:4][c:5]([CH2:6][n:7]2[cH:8][n:9][c:10]3[c:11]2[cH:12][cH:13][c:14]([NH2:16])[cH:15]3)[cH:17][cH:18][cH:19]1>>[CH3:1][O:2][c:3]1[cH:4][c:5]([CH2:6][n:7]2[cH:8][n:9][c:10]3[c:11]2[cH:12][cH:13][c:14]([NH2:16])[c:15]3[Br:20])[cH:17][cH:18][cH:19]1.